This data is from the Open Reaction Database (ORD), a public repository of structured organic reaction records. The task is: describe an organic reaction: reactants, conditions, products, and yield Reactants: C(C(=O)O)(=O)O (oxalic acid), O1C(C1)COC1=C2C=CNC2=CC=C1 ((+)-4-(oxiranylmethoxy)-1H-indole), C1(=CC=CC=C1)C1CCNCC1 (4-phenylpiperidine), CO (methanol). Solvent: C(C)(=O)OCC (ethyl acetate), C(C)(=O)OCC (ethyl acetate). Yields the product C(C(=O)O)(=O)O.N1C=CC2=C(C=CC=C12)OC[C@H](CN1CCC(CC1)C1=CC=CC=C1)O ((2S)-(-)-1-(4-indolyloxy)-3-(4-phenylpiperidin-1-yl)-2-propanol ethanedioate). Reaction SMILES: [O:1]1[CH2:3][CH:2]1[CH2:4][O:5][C:6]1[CH:14]=[CH:13][CH:12]=[C:11]2[C:7]=1[CH:8]=[CH:9][NH:10]2.[C:15]1([CH:21]2[CH2:26][CH2:25][NH:24][CH2:23][CH2:22]2)[CH:20]=[CH:19][CH:18]=[CH:17][CH:16]=1.[C:27]([OH:32])(=[O:31])[C:28]([OH:30])=[O:29].CO>C(OCC)(=O)C>[C:27]([OH:32])(=[O:31])[C:28]([OH:30])=[O:29].[NH:10]1[C:11]2[C:7](=[C:6]([O:5][CH2:4][C@@H:2]([OH:1])[CH2:3][N:24]3[CH2:25][CH2:26][CH:21]([C:15]4[CH:20]=[CH:19][CH:18]=[CH:17][CH:16]=4)[CH2:22][CH2:23]3)[CH:14]=[CH:13][CH:12]=2)[CH:8]=[CH:9]1 |f:5.6|. Procedure: The title compound was prepared in similar fashion from S)-(+)-4-(oxiranylmethoxy)-1H-indole and 4-phenylpiperidine. The resulting free base was dissolved in ethyl acetate, and precipitated with one equivalent of oxalic acid in ethyl acetate in 80% overall yield. FDMS m/e=351 (M+ of free base). α[D]589 =-15.49 (c=0.86, methanol).